From a dataset of the Open Reaction Database (ORD), a public repository of structured organic reaction records. describe an organic reaction: reactants, conditions, products, and yield The reactants are CC(=CCCl)C (3-methyl-2-butenyl chloride), C1(=CC=CC=C1)P(C1=CC=CC=C1)C1=CC=CC=C1 (triphenylphosphine). Solvent: C1(=CC=CC=C1)C (toluene). Yields the product [Cl-].CC(=CC[P+](C1=CC=CC=C1)(C1=CC=CC=C1)C1=CC=CC=C1)C ((3-methyl-2-butenyl)triphenylphosphonium chloride). Isolated yield 80.5%. Reaction SMILES: [CH3:1][C:2]([CH3:6])=[CH:3][CH2:4][Cl:5].[C:7]1([P:13]([C:20]2[CH:25]=[CH:24][CH:23]=[CH:22][CH:21]=2)[C:14]2[CH:19]=[CH:18][CH:17]=[CH:16][CH:15]=2)[CH:12]=[CH:11][CH:10]=[CH:9][CH:8]=1>C1(C)C=CC=CC=1>[Cl-:5].[CH3:1][C:2]([CH3:6])=[CH:3][CH2:4][P+:13]([C:14]1[CH:15]=[CH:16][CH:17]=[CH:18][CH:19]=1)([C:20]1[CH:25]=[CH:24][CH:23]=[CH:22][CH:21]=1)[C:7]1[CH:8]=[CH:9][CH:10]=[CH:11][CH:12]=1 |f:3.4|. Procedure: A stirred solution of 52.3 g (0.5 mole) of 3-methyl-2-butenyl chloride and 144.1 g (0.55 mole) of triphenylphosphine in 400 ml of toluene was heated at 100° C. for 18 hours. The white solid formed was collected by filtration to give 147.6 g of (3-methyl-2-butenyl)triphenylphosphonium chloride. Reactants: ClC1=NC=NC(=C1)Cl (4,6-dichloropyrimidine), [OH-].[Na+] (sodium hydroxide), OC1CNC1 (3-hydroxyazetidine). Solvent: O (water). Reaction conditions: temperature 90 celsius, time 3 day. Yields the product ClC1=CC(=NC=N1)N1CC(C1)O (1-(6-Chloropyrimidin-4-yl)azetidin-3-ol). As a reaction SMILES: Cl[C:2]1[CH:7]=[C:6]([Cl:8])[N:5]=[CH:4][N:3]=1.[OH-].[Na+].[OH:11][CH:12]1[CH2:15][NH:14][CH2:13]1>O>[Cl:8][C:6]1[N:5]=[CH:4][N:3]=[C:2]([N:14]2[CH2:15][CH:12]([OH:11])[CH2:13]2)[CH:7]=1 |f:1.2|. Reported procedure: 7.3 g (48.7 mmol) of 4,6-dichloropyrimidine are suspended in 140 ml of water, and 47 ml 1 N aqueous sodium hydroxide solution are added. 5.3 g (48.7 mmol) of 3-hydroxyazetidine are added, and the reaction mixture is stirred at 90° C. for 3 d. After cooling to RT, the reaction mixture is concentrated under reduced pressure and reacted further without further purification. Reactants: ClC=1C=C(C2=C(C(OC(=N2)C2=CC(=NN2C2=NC=CC=C2Cl)C(F)(F)F)=O)C1)C (6-chloro-2-[1-(3-chloro-2-pyridinyl)-3-(trifluoromethyl)-1H-pyrazol-5-yl]-8-methyl-4H-3,1-benzoxazin-4-one), ClC=1C=C(C2=C(C(OC(=N2)C2=CC(=NN2C2=NC=CC=C2Cl)C(F)(F)F)=O)C1)C (6-chloro-2-[1-(3-chloro-2-pyridinyl)-3-(trifluoromethyl)-1H-pyrazol-5-yl]-8-methyl-4H-3,1-benzoxazin-4-one), C(C)(C)N (isopropylamine). Solvent: O1CCCC1 (tetrahydrofuran), O1CCCC1 (tetrahydrofuran). Conditions: time 5 minute. Yields the product ClC1=CC(=C(C(=C1)C(=O)NC(C)C)NC(=O)C1=CC(=NN1C1=NC=CC=C1Cl)C(F)(F)F)C (N-[4-chloro-2-methyl-6-[[(1-methylethyl)amino]carbonyl]phenyl]-1-(3-chloro-2-pyridinyl)-3-(trifluoromethyl)-1H-pyrazole-5-carboxamide). Reaction SMILES: [Cl:1][C:2]1[CH:3]=[C:4]([CH3:29])[C:5]2[N:10]=[C:9]([C:11]3[N:15]([C:16]4[C:21]([Cl:22])=[CH:20][CH:19]=[CH:18][N:17]=4)[N:14]=[C:13]([C:23]([F:26])([F:25])[F:24])[CH:12]=3)[O:8][C:7](=[O:27])[C:6]=2[CH:28]=1.[CH:30]([NH2:33])([CH3:32])[CH3:31]>O1CCCC1>[Cl:1][C:2]1[CH:28]=[C:6]([C:7]([NH:33][CH:30]([CH3:32])[CH3:31])=[O:27])[C:5]([NH:10][C:9]([C:11]2[N:15]([C:16]3[C:21]([Cl:22])=[CH:20][CH:19]=[CH:18][N:17]=3)[N:14]=[C:13]([C:23]([F:26])([F:24])[F:25])[CH:12]=2)=[O:8])=[C:4]([CH3:29])[CH:3]=1. Reported procedure: To a solution of 6-chloro-2-[1-(3-chloro-2-pyridinyl)-3-(trifluoromethyl)-1H-pyrazol-5-yl]-8-methyl-4H-3,1-benzoxazin-4-one (i.e. the benzoxazinone product of Step D) (5.0 g, 11.3 mmol) in tetrahydrofuran (35 mL) was added dropwise isopropylamine (2.9 mL, 34.0 mmol) in tetrahydrofuran (10 mL) at room temperature. The reaction mixture was then warmed until all solids had dissolved and stirred an additional five minutes, at which point thin layer chromatography on silica gel confirmed completion o... Reactants: C(C1=CC=CC=C1)OC=1C=C2C=3CC(CC(C3NC2=CC1)N)CCC1=CC=CC=C1 (6-benzyloxy-3-(2-phenyleth-1-yl)-amino-1,2,3,4-tetrahydro-9H-carbazole), OC=1C=C2C=3CC(CCC3NC2=CC1)NCCC1=CC=CC=C1 (6-hydroxy-3-(2-phenylethyl)amino-1,2,3,4-tetrahydro-9H-carbazole). Yields the product hydrochloride salt, C(C1=CC=CC=C1)OC=1C=C2C=3CC(CCC3NC2=CC1)NCCC1=CC=CC=C1 (6-benzyloxy-3-(2-phenyleth-1-yl)amino-1,2,3,4-tetrahydro-9H-carbazole). As a reaction SMILES: [CH2:1]([O:8][C:9]1[CH:10]=[C:11]2[C:19](=[CH:20][CH:21]=1)[NH:18][C:17]1[CH:16]([NH2:22])[CH2:15][CH:14](CCC3C=CC=CC=3)[CH2:13][C:12]2=1)[C:2]1[CH:7]=[CH:6][CH:5]=[CH:4][CH:3]=1.O[C:32]1[CH:33]=[C:34]2[C:42](=[CH:43][CH:44]=1)N[C:40]1CCC(NCCC3C=CC=CC=3)C[C:35]2=1>>[CH2:1]([O:8][C:9]1[CH:10]=[C:11]2[C:19](=[CH:20][CH:21]=1)[NH:18][C:13]1[CH2:14][CH2:15][CH:16]([NH:22][CH2:40][CH2:35][C:34]3[CH:42]=[CH:43][CH:44]=[CH:32][CH:33]=3)[CH2:17][C:12]2=1)[C:2]1[CH:7]=[CH:6][CH:5]=[CH:4][CH:3]=1. Procedure: Beginning with 0.336 gm (0.85 mMol) 6-benzyloxy-3-(2-phenyleth-1-yl)-amino-1,2,3,4-tetrahydro-9H-carbazole, 0.175 gm (67%) of 6-hydroxy-3-(2-phenylethyl)amino-1,2,3,4-tetrahydro-9H-carbazole were prepared by the procedure described in detail in EXAMPLE B-35. The hydrochloride salt was prepared and crystallized from ethanol/diethyl ether to give the title compound. The reactants are C1CCOC1, Cl, [Li+], CCOC(=O)CN1C(=O)COC2Cc3ccccc3C21, [OH-], O. The product is O=C(O)CN1C(=O)COC2Cc3ccccc3C21. As a reaction SMILES: [CH2:24]1[O:25][CH2:26][CH2:27][CH2:28]1.[ClH:23].[Li+:22].[O:1]=[C:2]1[N:3]([CH2:15][C:16](=[O:17])[O:18][CH2:19][CH3:20])[CH:4]2[CH:5]([O:6][CH2:7]1)[CH2:8][c:9]1[cH:10][cH:11][cH:12][cH:13][c:14]12.[OH-:21].[OH2:29]>>[O:1]=[C:2]1[N:3]([CH2:15][C:16](=[O:17])[OH:18])[CH:4]2[CH:5]([O:6][CH2:7]1)[CH2:8][c:9]1[cH:10][cH:11][cH:12][cH:13][c:14]12.